Task: describe an organic reaction: reactants, conditions, products, and yield. Dataset: the Open Reaction Database (ORD), a public repository of structured organic reaction records The reactants are [Br-].C1(=CC=CC=C1)[P+](CCCC(=O)OCC)(C1=CC=CC=C1)C1=CC=CC=C1 (triphenyl-(3-ethoxycarbonylpropyl)phosphonium bromide), CC1=CC=C(C=O)O1 (5-methylfurfural), solution, C[Si](C)(C)[N-][Si](C)(C)C.[Na+] (sodium bis(trimethylsilyl)amide). Solvent: O1CCCC1 (tetrahydrofuran), O1CCCC1 (tetrahydrofuran). Conditions: time 2 hour. Yields the product CC1=CC=C(O1)/C=C/CCC(=O)OCC (ethyl (4E)-5-(5-methyl-2-furyl)pent-4-enoate). RXN SMILES: [Br-].C1([P+](C2C=CC=CC=2)(C2C=CC=CC=2)[CH2:9][CH2:10][CH2:11][C:12]([O:14][CH2:15][CH3:16])=[O:13])C=CC=CC=1.[CH3:29][C:30]1[O:36][C:33]([CH:34]=O)=[CH:32][CH:31]=1.C[Si]([N-][Si](C)(C)C)(C)C.[Na+]>O1CCCC1>[CH3:34][C:33]1[O:36][C:30](/[CH:29]=[CH:9]/[CH2:10][CH2:11][C:12]([O:14][CH2:15][CH3:16])=[O:13])=[CH:31][CH:32]=1 |f:0.1,3.4|. Procedure details: To a suspension of triphenyl-(3-ethoxycarbonylpropyl)phosphonium bromide (2.27 g, 5 mmol) and 5-methylfurfural (0.55 g, 5 mmol) in 5 mL of dry tetrahydrofuran, a 1 M solution of sodium bis(trimethylsilyl)amide in tetrahydrofuran (5 mL) was added dropwise. The reaction mixture was stirred at room temperature for 2 hours and quenched with 2 N hydrochloric acid solution. The reaction mixture was extracted with ethyl acetate and the combined organic layers were dried over magnesium sulfate, concentr... The reactants are C(C1=CC=CC=C1)N (Benzylamine), O=C1NC2=CC=C(C=C2C1)C(=O)O (2-Oxoindoline-5-carboxylic acid), F[B-](F)(F)F.N1(N=NC2=C1C=CC=C2)OC(=[N+](C)C)N(C)C (O-(benzotriazol-1-yl)-N,N,N′,N′-tetramethyluronium tetrafluoroborate), O.ON1N=NC2=C1C=CC=C2 (1-hydroxybenzotriazole hydrate), C(C)(C)N(C(C)C)CC (N,N-diisopropylethylamine). Run in C(C)#N (acetonitrile), CN(C=O)C (N,N-dimethylformamide). Conditions: time 30 minute. The product is C(C1=CC=CC=C1)NC(=O)C=1C=C2CC(NC2=CC1)=O (N-Benzyl-2-oxoindoline-5-carboxamide). The yield is 32.3%. Reaction SMILES: [O:1]=[C:2]1[CH2:10][C:9]2[C:4](=[CH:5][CH:6]=[C:7]([C:11]([OH:13])=O)[CH:8]=2)[NH:3]1.F[B-](F)(F)F.N1(OC(N(C)C)=[N+](C)C)C2C=CC=CC=2N=N1.O.ON1C2C=CC=CC=2N=N1.C(N(CC)C(C)C)(C)C.[CH2:56]([NH2:63])[C:57]1[CH:62]=[CH:61][CH:60]=[CH:59][CH:58]=1>C(#N)C.CN(C)C=O>[CH2:56]([NH:63][C:11]([C:7]1[CH:8]=[C:9]2[C:4](=[CH:5][CH:6]=1)[NH:3][C:2](=[O:1])[CH2:10]2)=[O:13])[C:57]1[CH:62]=[CH:61][CH:60]=[CH:59][CH:58]=1 |f:1.2,3.4|. Reported procedure: 2-Oxoindoline-5-carboxylic acid (0.214 g, 1.21 mmol), O-(benzotriazol-1-yl)-N,N,N′,N′-tetramethyluronium tetrafluoroborate (0.462 g, 1.44 mmol), 1-hydroxybenzotriazole hydrate (0.194 g, 1.44 mmol) and N,N-diisopropylethylamine (0.3 mL, 1.71 mmol) were suspended in a mixture of acetonitrile (4 mL) and N,N-dimethylformamide (1 mL) and stirred at room temperature for 30 min. Benzylamine (0.155 g, 1.45 mmol) was added and stirring was continued for 12 h. The solvent was removed in vacuo and the resi... Starting materials: C(CCCCCCCCCCCCCCC)(=O)OC(CC(=O)NCCCCC(=O)O)CCCCCCCCCCCCCCC (5-(3-hexadecanoyloxyoctadecanoyl)aminovaleric acid), N[C@@H]([C@H](O)C)C(=O)O (L-threonine). The product is C(CCCCCCCCCCCCCCC)(=O)OC(CC(=O)NCCCCC(=O)N[C@@H]([C@H](O)C)C(=O)O)CCCCCCCCCCCCCCC (N-[5-(3-hexadecanoyloxyoctadecanoyl)aminovaleryl]-L-threonine). Yield: 88.4%. Reaction SMILES: [C:1]([O:18][CH:19]([CH2:31][CH2:32][CH2:33][CH2:34][CH2:35][CH2:36][CH2:37][CH2:38][CH2:39][CH2:40][CH2:41][CH2:42][CH2:43][CH2:44][CH3:45])[CH2:20][C:21]([NH:23][CH2:24][CH2:25][CH2:26][CH2:27][C:28]([OH:30])=O)=[O:22])(=[O:17])[CH2:2][CH2:3][CH2:4][CH2:5][CH2:6][CH2:7][CH2:8][CH2:9][CH2:10][CH2:11][CH2:12][CH2:13][CH2:14][CH2:15][CH3:16].[NH2:46][C@H:47]([C:51]([OH:53])=[O:52])[C@@H:48]([CH3:50])[OH:49]>>[C:1]([O:18][CH:19]([CH2:31][CH2:32][CH2:33][CH2:34][CH2:35][CH2:36][CH2:37][CH2:38][CH2:39][CH2:40][CH2:41][CH2:42][CH2:43][CH2:44][CH3:45])[CH2:20][C:21]([NH:23][CH2:24][CH2:25][CH2:26][CH2:27][C:28]([NH:46][C@H:47]([C:51]([OH:53])=[O:52])[C@@H:48]([CH3:50])[OH:49])=[O:30])=[O:22])(=[O:17])[CH2:2][CH2:3][CH2:4][CH2:5][CH2:6][CH2:7][CH2:8][CH2:9][CH2:10][CH2:11][CH2:12][CH2:13][CH2:14][CH2:15][CH3:16]. Procedure: Starting from 5-(3-hexadecanoyloxyoctadecanoyl)aminovaleric acid (1.27 g) and L-threonine (950 mg), N-[5-(3-hexadecanoyloxyoctadecanoyl)aminovaleryl]-L-threonine (1.3 g) was obtained as crystals according to a similar manner to that of Example 6.